From a dataset of the Open Reaction Database (ORD), a public repository of structured organic reaction records. describe an organic reaction: reactants, conditions, products, and yield Reactants: O1CCCOC12CNCC2 (1,5-dioxa-8-azaspiro[5.4]decane), C(C)OC(=O)C=1CN(C2=NC(=C(C=C2C1)F)Cl)C1=C(C=C(C=C1)F)F (1-(2,4-difluorophenyl)-7-chloro-6-fluoro-1,8-naphthyridine-3-carboxylic acid ethyl ester). Conditions: temperature 45 celsius. Product: FC1=C(C=CC(=C1)F)N1CC(=CC2=CC(=C(N=C12)N1CC2(OCCCO2)CC1)F)C(=O)O (1-(2,4-difluorophenyl)-7-(1,5-dioxa-8-azaspiro[5.4]dec-8-yl)-6-fluoro-1,8-naphthyridine-3-carboxylic acid). RXN SMILES: [O:1]1[C:6]2([CH2:10][CH2:9][NH:8][CH2:7]2)[O:5][CH2:4][CH2:3][CH2:2]1.C([O:13][C:14]([C:16]1[CH2:17][N:18]([C:28]2[CH:33]=[CH:32][C:31]([F:34])=[CH:30][C:29]=2[F:35])[C:19]2[C:24]([CH:25]=1)=[CH:23][C:22]([F:26])=[C:21](Cl)[N:20]=2)=[O:15])C>>[F:35][C:29]1[CH:30]=[C:31]([F:34])[CH:32]=[CH:33][C:28]=1[N:18]1[C:19]2[C:24](=[CH:23][C:22]([F:26])=[C:21]([N:8]3[CH2:9][CH2:10][C:6]4([O:5][CH2:4][CH2:3][CH2:2][O:1]4)[CH2:7]3)[N:20]=2)[CH:25]=[C:16]([C:14]([OH:15])=[O:13])[CH2:17]1. Procedure: Following the procedure of Step 2 Example 331 a 0.168 g (1.17 mmol) of 1,5-dioxa-8-azaspiro[5.4]decane, from Step 2 Example 14, was reacted with 0.300 g (0.78 mmol) of 1-(2,4-difluorophenyl)-7-chloro-6-fluoro-1,8-naphthyridine-3-carboxylic acid ethyl ester by heating at 40° C. instead of 45° C. for 10 instead of 24 hours. The solvent was removed by evaporation to afford the title product which was purified by column chromatography over silica gel (0% increasing to 4% methanol/methylene chloride)... Starting materials: ClC1=NN=C(C2=CC=CC=C12)NC1=CC=C(C=C1)SC1=CC=NC2=CC(=CN=C12)OC (4-chloro-N-(4-(7-methoxy-1,5-naphthyridin-4-ylthio)phenyl)phthalazin-1-amine), CC1(OB(OC1(C)C)C1=CCN(CC1)C(=O)OC(C)(C)C)C (tert-butyl 4-(4,4,5,5-tetramethyl-1,3,2-dioxaborolan-2-yl)-5,6-dihydropyridine-1(2H)-carboxylate), C([O-])([O-])=O.[Na+].[Na+] (sodium carbonate). Reagents/catalysts: C1=CC=C(C=C1)P([C-]2C=CC=C2)C3=CC=CC=C3.C1=CC=C(C=C1)P([C-]2C=CC=C2)C3=CC=CC=C3.Cl[Pd]Cl.[Fe+2] (PdCl2(dppf)). The solvent is O1CCOCC1 (1,4-dioxane). Run at temperature 100 celsius, time 3 hour. The product is COC1=CN=C2C(=CC=NC2=C1)SC1=CC=C(C=C1)NC1=NN=C(C2=CC=CC=C12)C1=CCN(CC1)C(=O)OC(C)(C)C (tert-butyl 4-(4-(4-(7-methoxy-1,5-naphthyridin-4-ylthio)phenylamino)phthalazin-1-yl)-5,6-dihydropyridine-1(2H)-carboxylate). RXN SMILES: Cl[C:2]1[C:11]2[C:6](=[CH:7][CH:8]=[CH:9][CH:10]=2)[C:5]([NH:12][C:13]2[CH:18]=[CH:17][C:16]([S:19][C:20]3[C:29]4[C:24](=[CH:25][C:26]([O:30][CH3:31])=[CH:27][N:28]=4)[N:23]=[CH:22][CH:21]=3)=[CH:15][CH:14]=2)=[N:4][N:3]=1.CC1(C)C(C)(C)OB([C:40]2[CH2:45][CH2:44][N:43]([C:46]([O:48][C:49]([CH3:52])([CH3:51])[CH3:50])=[O:47])[CH2:42][CH:41]=2)O1.C(=O)([O-])[O-].[Na+].[Na+]>C1C=CC(P(C2C=CC=CC=2)[C-]2C=CC=C2)=CC=1.C1C=CC(P(C2C=CC=CC=2)[C-]2C=CC=C2)=CC=1.Cl[Pd]Cl.[Fe+2].O1CCOCC1>[CH3:31][O:30][C:26]1[CH:25]=[C:24]2[C:29]([C:20]([S:19][C:16]3[CH:17]=[CH:18][C:13]([NH:12][C:5]4[C:6]5[C:11](=[CH:10][CH:9]=[CH:8][CH:7]=5)[C:2]([C:40]5[CH2:45][CH2:44][N:43]([C:46]([O:48][C:49]([CH3:52])([CH3:51])[CH3:50])=[O:47])[CH2:42][CH:41]=5)=[N:3][N:4]=4)=[CH:14][CH:15]=3)=[CH:21][CH:22]=[N:23]2)=[N:28][CH:27]=1 |f:2.3.4,5.6.7.8|. Procedure: In a 20 mL sealed tube, was added 1,4-dioxane (1.08 mL), purged the solvent with nitrogen for 5 minutes, and sealed the tube. To the tube was added 4-chloro-N-(4-(7-methoxy-1,5-naphthyridin-4-ylthio)phenyl)phthalazin-1-amine (0.150 g, 0.336 mmol), tert-butyl 4-(4,4,5,5-tetramethyl-1,3,2-dioxaborolan-2-yl)-5,6-dihydropyridine-1(2H)-carboxylate (0.125 g, 0.404 mmol) and sodium carbonate (2.0 M aqueous) (0.336 mL, 0.673 mmol). The mixture was purged with nitrogen, sealed, and then to it was added P... Reactants: [Al], C=CC[Si](C)(C)c1ccc(NC(=O)OC(C)(C)C)c(OCC)c1, O=C([O-])[O-], C1CCOC1, B1C2CCCC1CCC2, [Na+], [Na+], c1ccc(P(c2ccccc2)(c2ccccc2)[Pd](P(c2ccccc2)(c2ccccc2)c2ccccc2)(P(c2ccccc2)(c2ccccc2)c2ccccc2)P(c2ccccc2)(c2ccccc2)c2ccccc2)cc1. Product: CCOc1ccccc1NC(=O)OC(C)(C)C. Reaction SMILES: [Al:39].[C:1]([CH3:2])([CH3:3])([CH3:4])[O:5][C:6]([NH:7][c:8]1[c:9]([O:20][CH2:21][CH3:22])[cH:10][c:11]([Si:14]([CH2:15][CH:16]=[CH2:17])([CH3:18])[CH3:19])[cH:12][cH:13]1)=[O:23].[C:33](=[O:34])([O-:35])[O-:36].[CH2:40]1[O:41][CH2:42][CH2:43][CH2:44]1.[CH:24]12[CH2:25][CH2:26][CH2:27][CH:28]([BH:29]1)[CH2:30][CH2:31][CH2:32]2.[Na+:37].[Na+:38].[cH:45]1[cH:46][cH:47][c:48]([P:49]([Pd:50]([P:51]([c:52]2[cH:53][cH:54][cH:55][cH:56][cH:57]2)([c:58]2[cH:59][cH:60][cH:61][cH:62][cH:63]2)[c:64]2[cH:65][cH:66][cH:67][cH:68][cH:69]2)([P:70]([c:71]2[cH:72][cH:73][cH:74][cH:75][cH:76]2)([c:77]2[cH:78][cH:79][cH:80][cH:81][cH:82]2)[c:83]2[cH:84][cH:85][cH:86][cH:87][cH:88]2)[P:89]([c:90]2[cH:91][cH:92][cH:93][cH:94][cH:95]2)([c:96]2[cH:97][cH:98][cH:99][cH:100][cH:101]2)[c:102]2[cH:103][cH:104][cH:105][cH:106][cH:107]2)([c:108]2[cH:109][cH:110][cH:111][cH:112][cH:113]2)[c:114]2[cH:115][cH:116][cH:117][cH:118][cH:119]2)[cH:120][cH:121]1>>[C:1]([CH3:2])([CH3:3])([CH3:4])[O:5][C:6]([NH:7][c:8]1[c:9]([O:20][CH2:21][CH3:22])[cH:10][cH:11][cH:12][cH:13]1)=[O:23]. Reactants: N#CNC(=NCCCOc1cccc(CN2CCCCC2)c1)Oc1ccccc1, CN(CCN)CCC(c1ccccc1)c1ccccn1, CCOC(C)=O. Product: CN(CCNC(=NCCCOc1cccc(CN2CCCCC2)c1)NC#N)CCC(c1ccccc1)c1ccccn1. RXN SMILES: [C:21](#[N:22])[NH:23][C:24]([O:25][c:26]1[cH:27][cH:28][cH:29][cH:30][cH:31]1)=[N:32][CH2:33][CH2:34][CH2:35][O:36][c:37]1[cH:38][c:39]([CH2:43][N:44]2[CH2:45][CH2:46][CH2:47][CH2:48][CH2:49]2)[cH:40][cH:41][cH:42]1.[CH3:1][N:2]([CH2:3][CH2:4][NH2:5])[CH2:6][CH2:7][CH:8]([c:9]1[n:10][cH:11][cH:12][cH:13][cH:14]1)[c:15]1[cH:16][cH:17][cH:18][cH:19][cH:20]1.[CH3:50][CH2:51][O:52][C:53](=[O:54])[CH3:55]>>[CH3:1][N:2]([CH2:3][CH2:4][NH:5][C:24]([NH:23][C:21]#[N:22])=[N:32][CH2:33][CH2:34][CH2:35][O:36][c:37]1[cH:38][c:39]([CH2:43][N:44]2[CH2:45][CH2:46][CH2:47][CH2:48][CH2:49]2)[cH:40][cH:41][cH:42]1)[CH2:6][CH2:7][CH:8]([c:9]1[n:10][cH:11][cH:12][cH:13][cH:14]1)[c:15]1[cH:16][cH:17][cH:18][cH:19][cH:20]1. As a reaction SMILES: [C:1](=[O:2])([CH3:3])[N:4]=[C:5]([NH:6][c:7]1[s:8][cH:9][c:10]([CH2:12][S:13][CH2:14][CH2:15][NH:16][C:17](=[N:18][C:19]#[N:20])[NH:21][CH3:22])[n:11]1)[NH2:23].[CH3:26][OH:27].[Na+:25].[OH-:24]>>[NH:4]=[C:5]([NH:6][c:7]1[s:8][cH:9][c:10]([CH2:12][S:13][CH2:14][CH2:15][NH:16][C:17](=[N:18][C:19]#[N:20])[NH:21][CH3:22])[n:11]1)[NH2:23]. Yields the product CNC(=NC#N)NCCSCc1csc(NC(=N)N)n1. Starting materials: CNC(=NC#N)NCCSCc1csc(NC(N)=NC(C)=O)n1, CO, [Na+], [OH-]. Reactants: ClCCl, O, COc1ccc2c(c1)C(CCO)CC2, BrP(Br)Br. Yields the product COc1ccc2c(c1)C(CCBr)CC2. As a reaction SMILES: [Cl:20][CH2:21][Cl:22].[OH2:19].[OH:1][CH2:2][CH2:3][CH:4]1[CH2:5][CH2:6][c:7]2[cH:8][cH:9][c:10]([O:13][CH3:14])[cH:11][c:12]21.[P:15]([Br:16])([Br:17])[Br:18]>>[CH2:2]([CH2:3][CH:4]1[CH2:5][CH2:6][c:7]2[cH:8][cH:9][c:10]([O:13][CH3:14])[cH:11][c:12]21)[Br:16]. Reactants: BrCCCBr, O=C([O-])[O-], CN(C)C=O, [K+], [K+], O, COC(=O)c1cc(O)no1. Product: COC(=O)c1cc(OCCCBr)no1. Reaction SMILES: [Br:17][CH2:18][CH2:19][CH2:20][Br:21].[C:11](=[O:12])([O-:13])[O-:14].[CH3:22][N:23]([CH3:24])[CH:25]=[O:26].[K+:15].[K+:16].[OH2:27].[OH:1][c:2]1[n:3][o:4][c:5]([C:7](=[O:8])[O:9][CH3:10])[cH:6]1>>[O:1]([c:2]1[n:3][o:4][c:5]([C:7](=[O:8])[O:9][CH3:10])[cH:6]1)[CH2:20][CH2:19][CH2:18][Br:17]. The reactants are CCO, CCc1cc(C(=O)O)cc2c(C)nn(C)c12, [Li+], [OH-]. Product: CCc1cc(C(=O)O)cc2c(C)n[nH]c12. RXN SMILES: [CH3:19][CH2:20][OH:21].[CH3:1][n:2]1[n:3][c:4]([CH3:16])[c:5]2[cH:6][c:7]([C:13](=[O:14])[OH:15])[cH:8][c:9]([CH2:11][CH3:12])[c:10]12.[Li+:18].[OH-:17]>>[nH:2]1[n:3][c:4]([CH3:16])[c:5]2[cH:6][c:7]([C:13](=[O:14])[OH:15])[cH:8][c:9]([CH2:11][CH3:12])[c:10]12. Reactants: ClC1=NC2=CC=C(C(=C2C=C1)NC(CC1CCCCC1)=O)C (N-(2-Chloro-6-methyl-5-quinolinyl)-cyclohexaneacetamide), N1C[C@H](CC1)N ((3S)-3-pyrrolidinamine). The product is N[C@@H]1CN(CC1)C1=NC2=CC=C(C(=C2C=C1)NC(CC1CCCCC1)=O)C (N-[2-[(3S)-3-Amino-1-pyrrolidinyl]-6-methyl-5-quinolinyl]-cyclohexaneacetamide). Procedure: Prepared according to the method of example 30, using N-(2-Chloro-6-methyl-5-quinolinyl)-cyclohexaneacetamide (Example 15(a)) (0.2 g) and (3S)-3-pyrrolidinamine (0.163 g) which after recrystallisation from ethanol afforded the title compound (0.159 g). Reaction SMILES: Cl[C:2]1[CH:11]=[CH:10][C:9]2[C:4](=[CH:5][CH:6]=[C:7]([CH3:22])[C:8]=2[NH:12][C:13](=[O:21])[CH2:14][CH:15]2[CH2:20][CH2:19][CH2:18][CH2:17][CH2:16]2)[N:3]=1.[NH:23]1[CH2:27][CH2:26][C@H:25]([NH2:28])[CH2:24]1>>[NH2:28][C@H:25]1[CH2:26][CH2:27][N:23]([C:2]2[CH:11]=[CH:10][C:9]3[C:4](=[CH:5][CH:6]=[C:7]([CH3:22])[C:8]=3[NH:12][C:13](=[O:21])[CH2:14][CH:15]3[CH2:20][CH2:19][CH2:18][CH2:17][CH2:16]3)[N:3]=2)[CH2:24]1. Yield: 68.7%.